Dataset: the Open Reaction Database (ORD), a public repository of structured organic reaction records. Task: describe an organic reaction: reactants, conditions, products, and yield Starting materials: NC1=C(C(=O)C2=CC=CC=C2)C=CC=C1 (2-aminobenzophenone), NC=1C(=NC=CC1)Cl (3-amino-2-chloropyridine). Run at temperature 190 celsius. The product is C1(=CC=CC=C1)C1=NC2=C(NC3=C1C=CC=C3)N=CC=C2 (6-Phenyl-11H-pyrido[2,3-b][1,4]benzodiazepine). The yield is 26.9%. Reaction SMILES: [NH2:1][C:2]1[CH:15]=[CH:14][CH:13]=[CH:12][C:3]=1[C:4]([C:6]1[CH:11]=[CH:10][CH:9]=[CH:8][CH:7]=1)=O.[NH2:16][C:17]1[C:18](Cl)=[N:19][CH:20]=[CH:21][CH:22]=1>>[C:6]1([C:4]2[C:3]3[CH:12]=[CH:13][CH:14]=[CH:15][C:2]=3[NH:1][C:18]3[N:19]=[CH:20][CH:21]=[CH:22][C:17]=3[N:16]=2)[CH:11]=[CH:10][CH:9]=[CH:8][CH:7]=1. Procedure details: A mixture of 19.7 g (0.1 mole) of 2-aminobenzophenone and 15.0 g (0.12 mole) of 3-amino-2-chloropyridine was heated under nitrogen atmosphere at 190° C. for 1.75 hr. The mixture was cooled to room temperature and partitioned between 3 N aqueous sodium hydroxide and methylene chloride. The combined methylene chloride extracts were washed with water, dried over magnesium sulfate and evaporated under reduced pressure. The residue, 32.7 g, was dissolved in benzene and chromatographed on a column of ...